Dataset: the Open Reaction Database (ORD), a public repository of structured organic reaction records. Task: describe an organic reaction: reactants, conditions, products, and yield The reactants are C(C)(=O)OCC=C(CO)C (4-acetoxy-2-methyl-2-buten-1-ol), cuprous chloride, O (water). Run in CN(C=O)C (dimethylformamide). Yields the product C(C)(=O)OCC=C(C=O)C (4-acetoxy-2-methyl-2-buten-1-al). Yield: 91.2%. RXN SMILES: [C:1]([O:4][CH2:5][CH:6]=[C:7]([CH3:10])[CH2:8][OH:9])(=[O:3])[CH3:2].O>CN(C)C=O>[C:1]([O:4][CH2:5][CH:6]=[C:7]([CH3:10])[CH:8]=[O:9])(=[O:3])[CH3:2]. Procedure: To a solution of 4-acetoxy-2-methyl-2-buten-1-ol (6.69 g, 46.4 mmol) in dimethylformamide (40 ml) were added 2,2,6,6-tetramethyl-piperidine-1-oxy (0.39 g, 2.32 mmol, 5 mol %) and cuprous chloride (0.48 g, 4.64 mmol, 10 mol %). The mixture was subjected to reaction for 8 hours while bubbling oxygen at a rate of about 100 ml/min. After completion of the reaction, the reaction mixture was poured into ice-cooled water (30 ml) and extracted with ether (100 ml) three times. The extract was dried over ... Reactants: FC=1C=C(C(=O)NC2=CC=C(C3=CC=CC=C23)OC2=NC(=NC=C2)S(=O)(=O)C)C=C(C1)N1CCOCC1 (3-fluoro-N-(4-{[2-(methylsulfonyl)pyrimidin-4-yl]oxy}-1-naphthyl)-5-morpholin-4-ylbenzamide), O1C(OCC1)CNC ([1,3]dioxolan-2-ylmethyl-methylamine). Yields the product O1C(OCC1)CN(C1=NC=CC(=N1)OC1=CC=C(C2=CC=CC=C12)NC(C1=CC(=CC(=C1)N1CCOCC1)F)=O)C (N-[4-({2-[(1,3-Dioxolan-2-ylmethyl)(methyl)amino]pyrimidin-4-yl}oxy)-1-naphthyl]-3-fluoro-5-morpholin-4-ylbenzamide). As a reaction SMILES: [F:1][C:2]1[CH:3]=[C:4]([CH:29]=[C:30]([N:32]2[CH2:37][CH2:36][O:35][CH2:34][CH2:33]2)[CH:31]=1)[C:5]([NH:7][C:8]1[C:17]2[C:12](=[CH:13][CH:14]=[CH:15][CH:16]=2)[C:11]([O:18][C:19]2[CH:24]=[CH:23][N:22]=[C:21](S(C)(=O)=O)[N:20]=2)=[CH:10][CH:9]=1)=[O:6].[O:38]1[CH2:42][CH2:41][O:40][CH:39]1[CH2:43][NH:44][CH3:45]>>[O:38]1[CH2:42][CH2:41][O:40][CH:39]1[CH2:43][N:44]([CH3:45])[C:21]1[N:20]=[C:19]([O:18][C:11]2[C:12]3[C:17](=[CH:16][CH:15]=[CH:14][CH:13]=3)[C:8]([NH:7][C:5](=[O:6])[C:4]3[CH:29]=[C:30]([N:32]4[CH2:37][CH2:36][O:35][CH2:34][CH2:33]4)[CH:31]=[C:2]([F:1])[CH:3]=3)=[CH:9][CH:10]=2)[CH:24]=[CH:23][N:22]=1. Procedure details: Compound is prepared from 3-fluoro-N-(4-{[2-(methylsulfonyl)pyrimidin-4-yl]oxy}-1-naphthyl)-5-morpholin-4-ylbenzamide and [1,3]dioxolan-2-ylmethyl-methylamine according to conditions described in general procedure C. Mp: 111-112° C.; 1H NMR (400 MHz, DMSO-d6) δ 2.75-3.96 (m, 8 H), 3.27 (m, 4 H), 3.80 (m, 4H), 4.75-5.0 (m, 2 H), 6.27 (d, J=5.1Hz, 1 H), 7.05 (d, J=12.5 Hz, 1 H), 7.28 (d, J=8.8 Hz, 1 H), 7.42-7.62 (m, 5 H), 7.84 (d, J=7.7 Hz, 1 H), 7.99-8.01 (m, 1 H), 8.28 (d, J=5.5 Hz, 1 H), 10.47... Starting materials: N[C@H](CN1N=C(C=C1)C1=CC(=C(C#N)C=C1)Cl)C ((S)-4-(1-(2-aminopropyl)-1H-pyrazol-3-yl)-2-chlorobenzonitrile), N=1C(=CN2C1N=CC=C2)C(=O)O (imidazo[1,2-a]pyrimidine-2-carboxylic acid). Product: ClC=1C=C(C=CC1C#N)C1=NN(C=C1)C[C@H](C)NC(=O)C=1N=C2N(C=CC=N2)C1 ((S)—N-(1-(3-(3-chloro-4-cyanophenyl)-1H-pyrazol-1-yl)propan-2-yl)-imidazo[1,2-a]pyrimidine-2-carboxamide). RXN SMILES: [NH2:1][C@@H:2]([CH3:18])[CH2:3][N:4]1[CH:8]=[CH:7][C:6]([C:9]2[CH:16]=[CH:15][C:12]([C:13]#[N:14])=[C:11]([Cl:17])[CH:10]=2)=[N:5]1.[N:19]1[C:20]([C:28](O)=[O:29])=[CH:21][N:22]2[CH:27]=[CH:26][CH:25]=[N:24][C:23]=12>>[Cl:17][C:11]1[CH:10]=[C:9]([C:6]2[CH:7]=[CH:8][N:4]([CH2:3][C@@H:2]([NH:1][C:28]([C:20]3[N:19]=[C:23]4[N:24]=[CH:25][CH:26]=[CH:27][N:22]4[CH:21]=3)=[O:29])[CH3:18])[N:5]=2)[CH:16]=[CH:15][C:12]=1[C:13]#[N:14]. Procedure: The title compound was prepared using the method of Example 34(d) starting from (S)-4-(1-(2-aminopropyl)-1H-pyrazol-3-yl)-2-chlorobenzonitrile (200 mg, 0.767 mmol) and imidazo[1,2-a]pyrimidine-2-carboxylic acid (163 mg, 0.997 mmol). The product was triturated with acetonitrile. Yield 168 mg (54%). 1H-NMR (400 MHz; d6-DMSO): δ 1.18 (d, 3H), 4.32-4.45 (m, 2H), 4.49-4.56 (m, 1H), 6.92 (d, 1H), 7.13-7.16 (m, 1H), 7.84 (d, 1H), 7.95 (d, 1H), 8.03-8.06 (m, 2H), 8.25 (s, 1H), 8.67-8.69 (m, 1H), 8.75 (d... Reactants: C(C)OC(=O)C1=CC=C(C=C1)C1=CC(=CC=C1Cl)C(=O)O (6-chloro-biphenyl-3,4′-dicarboxylic acid 4′-ethyl ester), NC1=CC=C(C=C1)N1CCOCC1 (N-(4-aminophenyl)morpholine), CCN=C=NCCCN(C)C (EDAC), C=1C=CC2=C(C1)N=NN2O (HOBT), CN1CCOCC1 (N-methylmorpholine). Solvent: CN(C)C=O (DMF), O (water). Run at time 1 hour. Product: C(C)OC(=O)C1=CC=C(C=C1)C1=C(C=CC(=C1)C(NC1=CC=C(C=C1)N1CCOCC1)=O)Cl (2′-Chloro-5′-(4-morpholin-4-yl-phenylcarbamoyl)-biphenyl-4-carboxylic acid ethyl ester). The yield is 35.8%. Reaction SMILES: [CH2:1]([O:3][C:4]([C:6]1[CH:11]=[CH:10][C:9]([C:12]2[C:17]([Cl:18])=[CH:16][CH:15]=[C:14]([C:19]([OH:21])=O)[CH:13]=2)=[CH:8][CH:7]=1)=[O:5])[CH3:2].[NH2:22][C:23]1[CH:28]=[CH:27][C:26]([N:29]2[CH2:34][CH2:33][O:32][CH2:31][CH2:30]2)=[CH:25][CH:24]=1.CCN=C=NCCCN(C)C.C1C=CC2N(O)N=NC=2C=1.CN1CCOCC1>CN(C=O)C.O>[CH2:1]([O:3][C:4]([C:6]1[CH:7]=[CH:8][C:9]([C:12]2[CH:13]=[C:14]([C:19](=[O:21])[NH:22][C:23]3[CH:24]=[CH:25][C:26]([N:29]4[CH2:34][CH2:33][O:32][CH2:31][CH2:30]4)=[CH:27][CH:28]=3)[CH:15]=[CH:16][C:17]=2[Cl:18])=[CH:10][CH:11]=1)=[O:5])[CH3:2]. Reported procedure: A mixture of 6-chloro-biphenyl-3,4′-dicarboxylic acid 4′-ethyl ester (800 mg), N-(4-aminophenyl)morpholine (469 mg), EDAC (504 mg), HOBT (355 mg) and N-methylmorpholine (578 μl) in DMF (10 ml) was stirred at room temperature. After 1 h, water (80 ml) was added and the resulting suspension filtered. The residue was then purified by chromatography. Elution with 1:1 ethyl acetate:petrol gave a yellow crystalline solid (437 mg). Reaction conditions: time 0.5 hour. The yield is 40.9%. Run in ClCCCl (1,2-dichloroethane), O (water). RXN SMILES: S(Cl)(Cl)=O.[C:5]([OH:13])(=O)[C:6]1[CH:11]=[CH:10][N:9]=[CH:8][CH:7]=1.[F:14][C:15]1[CH:20]=[CH:19][CH:18]=[C:17]([F:21])[CH:16]=1.[Cl-].[Cl-].[Cl-].[Al+3]>ClCCCl.O>[F:14][C:15]1[CH:16]=[C:17]([F:21])[CH:18]=[CH:19][C:20]=1[C:5]([C:6]1[CH:7]=[CH:8][N:9]=[CH:10][CH:11]=1)=[O:13] |f:3.4.5.6|. The product is FC1=C(C=CC(=C1)F)C(=O)C1=CC=NC=C1 ((2,4-Difluorophenyl)-pyridin-4-yl methanone). Procedure: 219 ml (3.00 mole) of thionyl chloride were added to a solution of 246.2 g (2.00 mole) of isonicotinic acid in 500 ml of 1,2-dichloroethane and the mixture was refluxed for 4 hours. The excess thionyl chloride and the solvent were removed by evaporation at reduced pressure and 392 ml (4.00 mole) of 1,3-difluorobenzene and then, portionwise, 533 g (4.00 mole) of aluminium trichloride were added over the solid residue. Once the exothermal reaction has ended, the mixture was refluxed for 5 hours. i... The reactants are S(=O)(Cl)Cl (thionyl chloride), C(C1=CC=NC=C1)(=O)O (isonicotinic acid), ice, [Cl-].[Cl-].[Cl-].[Al+3] (aluminium trichloride), S(=O)(Cl)Cl (thionyl chloride), FC1=CC(=CC=C1)F (1,3-difluorobenzene). Reaction SMILES: [CH3:1][C:2]1[S:6][CH:5]=[N:4][CH:3]=1.CCCCCC.C([Li])CCC.CON(C)[C:21](=[O:23])[CH3:22]>O1CCCC1>[CH3:1][C:2]1[S:6][C:5]([C:21](=[O:23])[CH3:22])=[N:4][CH:3]=1. Run at temperature -78 celsius, time 2 hour. Reported procedure: Commercially available 5-methyl-1,3-thiazole (218 mg) was dissolved in tetrahydrofuran (5 ml) to prepare a solution which was then cooled to −78° C. A hexane solution (1.56 M) (1.4 ml) of n-butyllithium was slowly added to the cooled solution over a period of 10 min, and the mixture was stirred at −78° C. for 2 hr. N-Methoxy-N-methylacetamide (206 mg) was dissolved in tetrahydrofuran (2 ml) to prepare a solution which was then slowly added thereto over a period of 10 min, followed by stirring at... Yields the product CC1=CN=C(S1)C(C)=O (1-(5-Methyl-1,3-thiazol-2-yl)-1-ethanone). Starting materials: CON(C(C)=O)C (N-Methoxy-N-methylacetamide), CCCCCC (hexane), C(CCC)[Li] (n-butyllithium), CC1=CN=CS1 (5-methyl-1,3-thiazole). The solvent is O1CCCC1 (tetrahydrofuran), O1CCCC1 (tetrahydrofuran). Yield: 94.7%.